This data is from the Open Reaction Database (ORD), a public repository of structured organic reaction records. The task is: describe an organic reaction: reactants, conditions, products, and yield Starting materials: CCCC(=O)OC(=O)CCC, OCc1nnc2n1-c1ccc(Cl)cc1C(c1ccccc1Cl)=NC2, O. Product: CCCC(=O)O, OCc1nnc2n1-c1ccc(Cl)cc1C(c1ccccc1Cl)=NC2. Reaction SMILES: [C:25]([CH2:26][CH2:27][CH3:28])(=[O:29])[O:30][C:31](=[O:32])[CH2:33][CH2:34][CH3:35].[Cl:1][c:2]1[cH:3][cH:4][c:5]2[c:6]([cH:24]1)[C:7]([c:17]1[c:18]([Cl:23])[cH:19][cH:20][cH:21][cH:22]1)=[N:8][CH2:9][c:10]1[n:11]-2[c:12]([CH2:15][OH:16])[n:13][n:14]1.[OH2:36]>>[C:25]([CH2:26][CH2:27][CH3:28])(=[O:29])[OH:30].[Cl:1][c:2]1[cH:3][cH:4][c:5]2[c:6]([cH:24]1)[C:7]([c:17]1[c:18]([Cl:23])[cH:19][cH:20][cH:21][cH:22]1)=[N:8][CH2:9][c:10]1[n:11]-2[c:12]([CH2:15][OH:16])[n:13][n:14]1. Reactants: C(C)(=O)OC=1C(=CC2=C(CC(O2)(COC2=CC=C(C=C2)[N+](=O)[O-])C)C1C(C)(C)C)C(C)(C)C (5-acetoxy-4,6-di-t-butyl-2-methyl-2-(4-nitrophenoxymethyl)-2,3-dihydrobenzofuran). The reagents and catalysts are [C].[Pd] (palladium-carbon), [C].[Pd] (palladium-carbon). Run in C(C)(=O)OCC (ethyl acetate). Yields the product C(C)(=O)OC=1C(=CC2=C(CC(O2)(C)COC2=CC=C(C=C2)N)C1C(C)(C)C)C(C)(C)C (5-acetoxy-2-(4-aminophenoxymethyl)-4,6-di-t-butyl-2-methyl-2,3-dihydrobenzofuran). Yield: 100.0%. Reaction SMILES: [C:1]([O:4][C:5]1[C:6]([C:30]([CH3:33])([CH3:32])[CH3:31])=[CH:7][C:8]2[O:12][C:11]([CH3:24])([CH2:13][O:14][C:15]3[CH:20]=[CH:19][C:18]([N+:21]([O-])=O)=[CH:17][CH:16]=3)[CH2:10][C:9]=2[C:25]=1[C:26]([CH3:29])([CH3:28])[CH3:27])(=[O:3])[CH3:2]>C(OCC)(=O)C.[C].[Pd]>[C:1]([O:4][C:5]1[C:6]([C:30]([CH3:33])([CH3:32])[CH3:31])=[CH:7][C:8]2[O:12][C:11]([CH2:13][O:14][C:15]3[CH:16]=[CH:17][C:18]([NH2:21])=[CH:19][CH:20]=3)([CH3:24])[CH2:10][C:9]=2[C:25]=1[C:26]([CH3:29])([CH3:28])[CH3:27])(=[O:3])[CH3:2] |f:2.3|. Procedure: A solution of 5.5 g of 5-acetoxy-4,6-di-t-butyl-2-methyl-2-(4-nitrophenoxymethyl)-2,3-dihydrobenzofuran in 50 ml of ethyl acetate was catalytically reduced with 1.1 g of 10% palladium-carbon under a hydrogen atmosphere for 14 hours. After reaction, 10% palladium-carbon was filtered off and the solvent was distilled off to give 5.14 g of 5-acetoxy-2-(4-aminophenoxymethyl)-4,6-di-t-butyl-2-methyl-2,3-dihydrobenzofuran (rotamer mixture) as a colorless oil (yield 100%). The reactants are NC(=NC#N)NCC1=CC=C(C=C1)CNC([C@H](NC(C(C1=CC=CC=C1)C1=CC=CC=C1)=O)CCCNC(=N[N+](=O)[O-])N)=O ((R)-N-[[4-[[[amino-(cyanoimino)methyl]amino]methyl]phenyl]methyl]-N5 -[amino(nitroimino)methyl]-N2 -(diphenylacetyl)-ornithinamide), CO (methanol). Reagents/catalysts: [Pd] (palladium). The product is NC(=NC#N)NCC1=CC=C(C=C1)CNC([C@H](NC(C(C1=CC=CC=C1)C1=CC=CC=C1)=O)CCCNC(N)=N)=O.C(C)(=O)[O-] ((R)-N-[[4-[[[Amino(cyanoimino)methyl]amino]methyl]phenyl]-methyl]-N2 -(diphenylacetyl)-argininamide acetate). Yield: 5.9%. As a reaction SMILES: [NH2:1][C:2]([NH:6][CH2:7][C:8]1[CH:13]=[CH:12][C:11]([CH2:14][NH:15][C:16](=[O:44])[C@@H:17]([CH2:34][CH2:35][CH2:36][NH:37][C:38]([NH2:43])=[N:39][N+]([O-])=O)[NH:18][C:19](=[O:33])[CH:20]([C:27]2[CH:32]=[CH:31][CH:30]=[CH:29][CH:28]=2)[C:21]2[CH:26]=[CH:25][CH:24]=[CH:23][CH:22]=2)=[CH:10][CH:9]=1)=[N:3][C:4]#[N:5].C[OH:46]>[Pd]>[NH2:1][C:2]([NH:6][CH2:7][C:8]1[CH:13]=[CH:12][C:11]([CH2:14][NH:15][C:16](=[O:44])[C@@H:17]([CH2:34][CH2:35][CH2:36][NH:37][C:38](=[NH:39])[NH2:43])[NH:18][C:19](=[O:33])[CH:20]([C:27]2[CH:32]=[CH:31][CH:30]=[CH:29][CH:28]=2)[C:21]2[CH:26]=[CH:25][CH:24]=[CH:23][CH:22]=2)=[CH:10][CH:9]=1)=[N:3][C:4]#[N:5].[C:19]([O-:33])(=[O:46])[CH3:20] |f:3.4|. Reported procedure: Prepared analogously to Example 1d) from (R)-N-[[4-[[[amino-(cyanoimino)methyl]amino]methyl]phenyl]methyl]-N5 -[amino(nitroimino)methyl]-N2 -(diphenylacetyl)-ornithinamide by catalytic hydrogenation in the presence of palladium/activated charcoal and using methanol as solvent. After final purification by column chromatography on silica gel (Macherey-Nagel, 0.063-0.2 mm) using n-butanol/glacial acetic acid/water=4/1/1 (v/v/v) as eluant, the desired compound is obtained as a colourless, amorphous-...